From a dataset of the Open Reaction Database (ORD), a public repository of structured organic reaction records. describe an organic reaction: reactants, conditions, products, and yield Starting materials: NS(N)(=O)=O, C1COCCO1, NCC1COc2ccccc2O1. The product is NS(=O)(=O)NCC1COc2ccccc2O1. As a reaction SMILES: [NH2:13][S:14]([NH2:15])(=[O:16])=[O:17].[O:18]1[CH2:19][CH2:20][O:21][CH2:22][CH2:23]1.[O:1]1[CH:2]([CH2:11][NH2:12])[CH2:3][O:4][c:5]2[c:6]1[cH:7][cH:8][cH:9][cH:10]2>>[O:1]1[CH:2]([CH2:11][NH:12][S:14]([NH2:13])(=[O:16])=[O:17])[CH2:3][O:4][c:5]2[c:6]1[cH:7][cH:8][cH:9][cH:10]2. Starting materials: NC(=O)N1CC(CCBr)c2ccccc21, O=C([O-])[O-], CCC(C)=O, [K+], [K+], c1cc2cc(N3CCNCC3)ccc2[nH]1. Yields the product NC(=O)N1CC(CCN2CCN(c3ccc4[nH]ccc4c3)CC2)c2ccccc21. As a reaction SMILES: [Br:16][CH2:17][CH2:18][CH:19]1[CH2:20][N:21]([C:28](=[O:29])[NH2:30])[c:22]2[cH:23][cH:24][cH:25][cH:26][c:27]21.[C:31](=[O:32])([O-:33])[O-:34].[CH3:37][C:38](=[O:39])[CH2:40][CH3:41].[K+:35].[K+:36].[N:1]1([c:7]2[cH:8][c:9]3[cH:10][cH:11][nH:12][c:13]3[cH:14][cH:15]2)[CH2:2][CH2:3][NH:4][CH2:5][CH2:6]1>>[N:1]1([c:7]2[cH:8][c:9]3[cH:10][cH:11][nH:12][c:13]3[cH:14][cH:15]2)[CH2:2][CH2:3][N:4]([CH2:17][CH2:18][CH:19]2[CH2:20][N:21]([C:28](=[O:29])[NH2:30])[c:22]3[cH:23][cH:24][cH:25][cH:26][c:27]32)[CH2:5][CH2:6]1. The reactants are Cl (HCl), C(C)(C)(C)OC(=O)N1N(CC(C1)=C)C(=O)OCC1=CC=CC=C1 (4-methylenepyrazolidine-1,2-dicarboxylic acid 1-benzyl ester 2-tert-butyl ester), S(=O)(Cl)Cl (thionyl chloride). Run in CO (methanol). Conditions: time 18 hour. The product is C(C1=CC=CC=C1)OC(=O)N1NCC(C1)=C (4-methylene-pyrazolidine-1-carboxylic acid 1-benzyl ester). The yield is 97.0%. Reaction SMILES: C(OC([N:8]1[CH2:12][C:11](=[CH2:13])[CH2:10][N:9]1[C:14]([O:16][CH2:17][C:18]1[CH:23]=[CH:22][CH:21]=[CH:20][CH:19]=1)=[O:15])=O)(C)(C)C.S(Cl)(Cl)=O.Cl>CO>[CH2:17]([O:16][C:14]([N:9]1[CH2:10][C:11](=[CH2:13])[CH2:12][NH:8]1)=[O:15])[C:18]1[CH:19]=[CH:20][CH:21]=[CH:22][CH:23]=1. Procedure details: To a solution of crude 4-methylenepyrazolidine-1,2-dicarboxylic acid 1-benzyl ester 2-tert-butyl ester, 8, (30 g) in methanol (300 ml.) is added thionyl chloride dropwise at 0° C. The reaction is warmed to room temperature and stirred an additional 18 hours. Concentration of the reaction in vacuo affords a yellow oil which crystallizes upon standing to provide 23 g (97% yield) of the desired product as the HCl salt. Starting materials: CS(=O)(=O)Cl, ClCCl, ClC(Cl)Cl, [Na+], O=C([O-])O, COC(=O)c1cccc(CO)n1. Product: COC(=O)c1cccc(COS(C)(=O)=O)n1. Reaction SMILES: [CH3:13][S:14]([Cl:15])(=[O:16])=[O:17].[Cl:18][CH2:19][Cl:20].[Cl:21][CH:22]([Cl:23])[Cl:24].[Na+:29].[O-:25][C:26]([OH:27])=[O:28].[OH:1][CH2:2][c:3]1[cH:4][cH:5][cH:6][c:7]([C:9](=[O:10])[O:11][CH3:12])[n:8]1>>[O:1]([CH2:2][c:3]1[cH:4][cH:5][cH:6][c:7]([C:9](=[O:10])[O:11][CH3:12])[n:8]1)[S:14]([CH3:13])(=[O:16])=[O:17]. Reactants: ClCCl, COC(=O)C(CC1CCC(O)C1)c1ccc(Cl)c(Cl)c1, C[N+]1([O-])CCOCC1, CCC[N+](CCC)(CCC)CCC. Product: COC(=O)C(CC1CCC(=O)C1)c1ccc(Cl)c(Cl)c1. RXN SMILES: [CH2:42]([Cl:43])[Cl:44].[CH3:1][O:2][C:3]([CH:4]([CH2:5][CH:6]1[CH2:7][CH:8]([OH:11])[CH2:9][CH2:10]1)[c:12]1[cH:13][c:14]([Cl:19])[c:15]([Cl:18])[cH:16][cH:17]1)=[O:20].[CH3:21][N+:22]1([O-:28])[CH2:23][CH2:24][O:25][CH2:26][CH2:27]1.[CH3:29][CH2:30][CH2:31][N+:32]([CH2:33][CH2:34][CH3:35])([CH2:36][CH2:37][CH3:38])[CH2:39][CH2:40][CH3:41]>>[CH3:1][O:2][C:3]([CH:4]([CH2:5][CH:6]1[CH2:7][C:8](=[O:11])[CH2:9][CH2:10]1)[c:12]1[cH:13][c:14]([Cl:19])[c:15]([Cl:18])[cH:16][cH:17]1)=[O:20]. Reactants: FC1=CC=C(C=C1)N1N=CC2=C1C=NC=C2C(=O)N[C@@H](CCOS(=O)(=O)C)C2=CC(=NC=C2)S(=O)(=O)C (methanesulfonic acid(S)-3-{[1-(4-fluorophenyl)-1H-pyrazolo[3,4-c]pyridine-4-carbonyl]-amino}-3-(2-methanesulfonyl-pyridin-4-yl)-propyl ester), [N-]=[N+]=[N-].[Na+] (sodium azide). Run in CN(C)C=O (DMF). Reaction conditions: time 72 hour. Yields the product N(=[N+]=[N-])CC[C@@H](C1=CC(=NC=C1)S(=O)(=O)C)NC(=O)C=1C2=C(C=NC1)N(N=C2)C2=CC=C(C=C2)F (1-(4-fluorophenyl)-1H-pyrazolo[3,4-c]pyridine-4-carboxylic acid[(S)-3-azido-1-(2-methanesulfonyl-pyridin-4-yl)-propyl]-amide). RXN SMILES: [F:1][C:2]1[CH:7]=[CH:6][C:5]([N:8]2[C:12]3[CH:13]=[N:14][CH:15]=[C:16]([C:17]([NH:19][C@H:20]([C:28]4[CH:33]=[CH:32][N:31]=[C:30]([S:34]([CH3:37])(=[O:36])=[O:35])[CH:29]=4)[CH2:21][CH2:22]OS(C)(=O)=O)=[O:18])[C:11]=3[CH:10]=[N:9]2)=[CH:4][CH:3]=1.[N-:38]=[N+:39]=[N-:40].[Na+]>CN(C=O)C>[N:38]([CH2:22][CH2:21][C@H:20]([NH:19][C:17]([C:16]1[C:11]2[CH:10]=[N:9][N:8]([C:5]3[CH:6]=[CH:7][C:2]([F:1])=[CH:3][CH:4]=3)[C:12]=2[CH:13]=[N:14][CH:15]=1)=[O:18])[C:28]1[CH:33]=[CH:32][N:31]=[C:30]([S:34]([CH3:37])(=[O:36])=[O:35])[CH:29]=1)=[N+:39]=[N-:40] |f:1.2|. Procedure details: To a room temperature solution of methanesulfonic acid(S)-3-{[1-(4-fluorophenyl)-1H-pyrazolo[3,4-c]pyridine-4-carbonyl]-amino}-3-(2-methanesulfonyl-pyridin-4-yl)-propyl ester (122 mg, 0.223 mmol) in DMF (2 mL) was added sodium azide (19 mg, 0.29 mmol). After 72 hours, the reaction was quenched with water (20 mL) and extracted with EtOAc (3×20 mL). The combined organic layers were washed with water (20 mL), brine (20 mL), dried over magnesium sulfate, filtered and concentrated. The mixture was pa... RXN SMILES: [NH2:1][C:2]1[C:3]2[C:10]([C:11]3[CH:16]=[CH:15][CH:14]=[C:13]([O:17][CH2:18][C:19]4[CH:24]=[CH:23][CH:22]=[CH:21][CH:20]=4)[CH:12]=3)=[C:9]([CH2:25][CH3:26])[N:8]([C@@H:27]3[CH2:30][C@H:29]([CH2:31]O)[CH2:28]3)[C:4]=2[N:5]=[CH:6][N:7]=1.C1(C)C=CC(S(Cl)(=O)=O)=CC=1.[NH:44]1[CH2:48][CH2:47][CH2:46][CH2:45]1>N1C=CC=CC=1>[CH2:18]([O:17][C:13]1[CH:12]=[C:11]([C:10]2[C:3]3[C:2]([NH2:1])=[N:7][CH:6]=[N:5][C:4]=3[N:8]([C@H:27]3[CH2:28][C@@H:29]([CH2:31][N:44]4[CH2:48][CH2:47][CH2:46][CH2:45]4)[CH2:30]3)[C:9]=2[CH2:25][CH3:26])[CH:16]=[CH:15][CH:14]=1)[C:19]1[CH:24]=[CH:23][CH:22]=[CH:21][CH:20]=1. Starting materials: NC=1C2=C(N=CN1)N(C(=C2C2=CC(=CC=C2)OCC2=CC=CC=C2)CC)[C@H]2C[C@H](C2)CO (cis-{3-[4-Amino-5-(3-benzyloxy-phenyl)-6-ethyl-pyrrolo[2,3-d]pyrimidin-7-yl]-cyclobutyl}methanol), C1(=CC=C(C=C1)S(=O)(=O)Cl)C (p-toluenesulfonyl chloride), ( 1H ), ( 1H ), ( 3H ), ( 6H ), ( 1H ), ( 2H ), ( 2H ), ( 1H ), N1CCCC1 (pyrrolidine), ( 1H ). Product: C(C1=CC=CC=C1)OC=1C=C(C=CC1)C1=C(N(C=2N=CN=C(C21)N)[C@@H]2C[C@@H](C2)CN2CCCC2)CC (cis-5-(3-Benzyloxy-phenyl)-6-ethyl-7-(3-pyrrolidin-1-ylmethyl-cyclobutyl)-7H-pyrrolo[2,3-d]pyrimidin-4-ylamine). The solvent is N1=CC=CC=C1 (pyridine). Procedure: The title compound is prepared in a one pot reaction in analogy to Example 116 starting from 0.2 g (0.46 mmol) cis-{3-[4-amino-5-(3-benzyloxy-phenyl)-6-ethyl-pyrrolo[2,3-d]pyrimidin-7-yl]-cyclobutyl}-methanol of Example 124 and 0.18 g (0.92 mmol) p-toluenesulfonyl chloride in 2 ml dry pyridine followed by 2 ml pyrrolidine. The reaction is controlled by tlc. Analytical HPLC: tR=9.61 min (Grad 1); ES-MS: m/eo=482.0; NMR (DMSO-d6; not all signals reported): 8.12/s (1H); 6.9-7.5/several m's (6H), 7.... Starting materials: C(C)S(=O)C1=CC=CC2=C1C(=NCC(N2)=S)C2=CC=C(C=C2)C(F)(F)F (1,3-dihydro-6-ethylsulfinyl-5-[p-(trifluoromethyl)phenyl]-2H-1,4-benzodiazepine-2-thione), C(C)(C)OCC(=O)NN (isopropoxyacetic acid hydrazide). Run in C(CCC)O (n-butyl alcohol). Yields the product C(C)S(=O)C1=CC=CC2=C1C(=NCC=1N2C(=NN1)COC(C)C)C1=CC=C(C=C1)C(F)(F)F (7-ethylsulfinyl-1-(isopropoxymethyl)-6-[p-(trifluoromethyl)phenyl]-4H-s-triazolo[4,3-a][1,4]benzodiazepine). Reaction SMILES: [CH2:1]([S:3]([C:5]1[C:10]2[C:11]([C:17]3[CH:22]=[CH:21][C:20]([C:23]([F:26])([F:25])[F:24])=[CH:19][CH:18]=3)=[N:12][CH2:13][C:14](=S)[NH:15][C:9]=2[CH:8]=[CH:7][CH:6]=1)=[O:4])[CH3:2].[CH:27]([O:30][CH2:31][C:32]([NH:34][NH2:35])=O)([CH3:29])[CH3:28]>C(O)CCC>[CH2:1]([S:3]([C:5]1[C:10]2[C:11]([C:17]3[CH:22]=[CH:21][C:20]([C:23]([F:26])([F:24])[F:25])=[CH:19][CH:18]=3)=[N:12][CH2:13][C:14]3[N:15]([C:32]([CH2:31][O:30][CH:27]([CH3:29])[CH3:28])=[N:34][N:35]=3)[C:9]=2[CH:8]=[CH:7][CH:6]=1)=[O:4])[CH3:2]. Reported procedure: In the manner given in Example 1, a solution of 1,3-dihydro-6-ethylsulfinyl-5-[p-(trifluoromethyl)phenyl]-2H-1,4-benzodiazepine-2-thione in n-butyl alcohol was heated to reflux with isopropoxyacetic acid hydrazide to give 7-ethylsulfinyl-1-(isopropoxymethyl)-6-[p-(trifluoromethyl)phenyl]-4H-s-triazolo[4,3-a][1,4]benzodiazepine.